This data is from the Open Reaction Database (ORD), a public repository of structured organic reaction records. The task is: describe an organic reaction: reactants, conditions, products, and yield Reactants: ClC1=CC=C(OC2=CC=C(C=C2)N2C(NCC2C2=CC(=CC=C2)C(F)(F)F)=O)C=C1 (1-(4-(4-chlorophenoxy)phenyl)-5-(3-(trifluoromethyl)phenyl)imidazolidin-2-one), IC1=CC=C(C=C1)OC (4-iodoanisole), [O-]P(=O)([O-])[O-].[K+].[K+].[K+] (K3PO4). Reagents/catalysts: [Cu]I (CuI). Run at temperature 100 celsius. Yields the product ClC1=CC=C(OC2=CC=C(C=C2)N2C(N(CC2C2=CC(=CC=C2)C(F)(F)F)C2=CC=C(C=C2)OC)=O)C=C1 (3-(4-(4-chlorophenoxy)phenyl)-1-(4-methoxyphenyl)-4-(3-(trifluoromethyl)phenyl)-imidazolidin-2-one). Reaction SMILES: [Cl:1][C:2]1[CH:30]=[CH:29][C:5]([O:6][C:7]2[CH:12]=[CH:11][C:10]([N:13]3[CH:17]([C:18]4[CH:23]=[CH:22][CH:21]=[C:20]([C:24]([F:27])([F:26])[F:25])[CH:19]=4)[CH2:16][NH:15][C:14]3=[O:28])=[CH:9][CH:8]=2)=[CH:4][CH:3]=1.I[C:32]1[CH:37]=[CH:36][C:35]([O:38][CH3:39])=[CH:34][CH:33]=1.[O-]P([O-])([O-])=O.[K+].[K+].[K+]>[Cu]I>[Cl:1][C:2]1[CH:3]=[CH:4][C:5]([O:6][C:7]2[CH:8]=[CH:9][C:10]([N:13]3[CH:17]([C:18]4[CH:23]=[CH:22][CH:21]=[C:20]([C:24]([F:26])([F:25])[F:27])[CH:19]=4)[CH2:16][N:15]([C:32]4[CH:37]=[CH:36][C:35]([O:38][CH3:39])=[CH:34][CH:33]=4)[C:14]3=[O:28])=[CH:11][CH:12]=2)=[CH:29][CH:30]=1 |f:2.3.4.5|. Procedure details: A reaction tube charged with 1-(4-(4-chlorophenoxy)phenyl)-5-(3-(trifluoromethyl)phenyl)imidazolidin-2-one (20.0 mg, 0.0462 mmol), 4-iodoanisole (13.0 mg, 0.0554 mmol), K3PO4 (19.6 mg, 0.0924 mmol), and catalytic amount of CuI is purged with nitrogen. 1,4-Dioxane (0.5 mL) and catalytic amount of trans-1,2-diaminocyclohexane are added via syringe. The reaction mixture is heated at 100° C. overnight, cooled down to room temperature, quenched with saturated NH4Cl aqueous solution (5 mL), and extrac... Reactants: Intermediate 20, BrC=1C=C(C=CC1C)S(=O)(=O)N(C)C(C)C (3-bromo-N-isopropyl-N,4-dimethylbenzenesulfonamide), BrC=1C=C(C=CC1C)S(=O)(=O)N(C)C(C)C (3-bromo-N-isopropyl-N,4-dimethylbenzenesulfonamide), C(C)(C)(C)OC(COC1=C(C=C(C=C1)Cl)C#C)=O (tert-butyl(4-chloro-2-ethynylphenoxy)acetate), C(C)(C)(C)OC(COC1=C(C=C(C=C1)Cl)C#C)=O (tert-butyl(4-chloro-2-ethynylphenoxy)acetate). Yields the product C(C)(C)(C)OC(COC1=C(C=C(C=C1)Cl)C#CC1=C(C=CC(=C1)S(=O)(=O)N(C)C(C)C)C)=O (tert-butyl{4-chloro-2-[(5-{[isopropyl(methyl)amino]sulfonyl}-2-methylphenyl)ethynyl]phenoxy}acetate). As a reaction SMILES: [C:1]([O:5][C:6](=[O:18])[CH2:7][O:8][C:9]1[CH:14]=[CH:13][C:12]([Cl:15])=[CH:11][C:10]=1[C:16]#[CH:17])([CH3:4])([CH3:3])[CH3:2].Br[C:20]1[CH:21]=[C:22]([S:27]([N:30]([CH:32]([CH3:34])[CH3:33])[CH3:31])(=[O:29])=[O:28])[CH:23]=[CH:24][C:25]=1[CH3:26]>>[C:1]([O:5][C:6](=[O:18])[CH2:7][O:8][C:9]1[CH:14]=[CH:13][C:12]([Cl:15])=[CH:11][C:10]=1[C:16]#[C:17][C:20]1[CH:21]=[C:22]([S:27]([N:30]([CH:32]([CH3:33])[CH3:34])[CH3:31])(=[O:28])=[O:29])[CH:23]=[CH:24][C:25]=1[CH3:26])([CH3:4])([CH3:3])[CH3:2]. Procedure: Following the general method as outlined in Intermediate 20, starting from (4-chloro-2-ethynyl-phenoxy)-acetic acid tert-butyl ester (Intermediate 3) and 3-bromo-N-isopropyl-N,4-dimethylbenzenesulfonamide (Intermediate 103), the title compound was obtained as a brown sticky solid after purification by flash column chromatography (silica), eluting with cyclohexane containing increasing amounts of EtOAc. Reactants: C(C)(C)(C)OC(=O)N1CCC2=CC(=CC=C12)Br (5-bromo-2,3-dihydro-indole-1-carboxylic acid tert-butyl ester), C(CCC)N(CCCC)CCCC (tributylamine), C(CCC)N(CCCC)CCCC (tributylamine), [C]=O (carbon monoxide). Reagents/catalysts: C1(=CC=CC=C1)P(C1=CC=CC=C1)(C1=CC=CC=C1)[Pd-](P(C1=CC=CC=C1)(C1=CC=CC=C1)C1=CC=CC=C1)Cl (bis-triphenylphosphinopalladium(II) chloride). Solvent: CO (methanol). Run at temperature 100 celsius. The product is COC(=O)C=1C=C2CCN(C2=CC1)C(=O)OC(C)(C)C (2,3-Dihydro-indole-1,5-dicarboxylic acid 1-tert-butyl ester 5-methyl ester). RXN SMILES: [C:1]([O:5][C:6]([N:8]1[C:16]2[C:11](=[CH:12][C:13](Br)=[CH:14][CH:15]=2)[CH2:10][CH2:9]1)=[O:7])([CH3:4])([CH3:3])[CH3:2].C(N(CCCC)CCCC)CCC.[C]=O>CO.C1(P([Pd-](Cl)P(C2C=CC=CC=2)(C2C=CC=CC=2)C2C=CC=CC=2)(C2C=CC=CC=2)C2C=CC=CC=2)C=CC=CC=1>[CH3:1][O:5][C:6]([C:13]1[CH:12]=[C:11]2[C:16](=[CH:15][CH:14]=1)[N:8]([C:6]([O:5][C:1]([CH3:4])([CH3:3])[CH3:2])=[O:7])[CH2:9][CH2:10]2)=[O:7] |^3:30|. Reported procedure: A solution of 5-bromo-2,3-dihydro-indole-1-carboxylic acid tert-butyl ester (4.0 g, 13.5 mmol), tributylamine and bis-triphenylphosphinopalladium(II) chloride (0.65 g, 0.926 mmol) in methanol was sealed in a Parr pressure apparatus and pressurized with 600 psi of carbon monoxide. The solution was heated at 100° C. for one week. The vessel was cooled to room temperature and the gas vented. The solution was filtered, and the solvent was evaporated in vacuo. The residue was purified by flash chroma... Reactants: CC(=O)[O-], CC(=O)[O-], CNC, CCO, [K+], NC(=S)Nc1cc(C(F)(F)F)ccc1N1CCOCC1, [OH-], O, O, O, [Pb+2]. The product is CN(C)C(N)=Nc1cc(C(F)(F)F)ccc1N1CCOCC1. RXN SMILES: [C:29]([O-:30])(=[O:31])[CH3:32].[C:34]([O-:35])(=[O:36])[CH3:37].[CH3:23][NH:24][CH3:25].[CH3:38][CH2:39][OH:40].[K+:22].[O:1]1[CH2:2][CH2:3][N:4]([c:7]2[c:8]([NH:17][C:18](=[S:19])[NH2:20])[cH:9][c:10]([C:13]([F:14])([F:15])[F:16])[cH:11][cH:12]2)[CH2:5][CH2:6]1.[OH-:21].[OH2:26].[OH2:27].[OH2:28].[Pb+2:33]>>[O:1]1[CH2:2][CH2:3][N:4]([c:7]2[c:8]([N:17]=[C:18]([NH2:20])[N:24]([CH3:23])[CH3:25])[cH:9][c:10]([C:13]([F:14])([F:15])[F:16])[cH:11][cH:12]2)[CH2:5][CH2:6]1. Starting materials: c1ccc2c(C3CCCNC3)c[nH]c2c1, C1COCCO1, CN(C)C1(c2ccccc2)CCC(CNC(=O)Oc2ccccc2)CC1. Yields the product CN(C)C1(c2ccccc2)CCC(CNC(=O)N2CCCC(c3c[nH]c4ccccc34)C2)CC1. RXN SMILES: [NH:27]1[CH2:28][CH:29]([c:33]2[cH:34][nH:35][c:36]3[cH:37][cH:38][cH:39][cH:40][c:41]23)[CH2:30][CH2:31][CH2:32]1.[O:42]1[CH2:43][CH2:44][O:45][CH2:46][CH2:47]1.[c:1]1([O:7][C:8](=[O:2])[NH:9][CH2:10][CH:11]2[CH2:12][CH2:13][C:14]([c:17]3[cH:18][cH:19][cH:20][cH:21][cH:22]3)([N:23]([CH3:24])[CH3:25])[CH2:15][CH2:16]2)[cH:3][cH:4][cH:5][cH:6][cH:26]1>>[O:7]=[C:8]([NH:9][CH2:10][CH:11]1[CH2:12][CH2:13][C:14]([c:17]2[cH:18][cH:19][cH:20][cH:21][cH:22]2)([N:23]([CH3:24])[CH3:25])[CH2:15][CH2:16]1)[N:27]1[CH2:28][CH:29]([c:33]2[cH:34][nH:35][c:36]3[cH:37][cH:38][cH:39][cH:40][c:41]23)[CH2:30][CH2:31][CH2:32]1. Reactants: CC(=O)[O-], CC(=O)[O-], Cc1ccccc1, COC(=O)c1nc(Br)cnc1N, CB(O)O, Cl, [K+], [K+], [K+], O, O=P([O-])([O-])[O-], [Pd+2]. Product: COC(=O)c1nc(C)cnc1N. Reaction SMILES: [C:33]([O-:34])(=[O:35])[CH3:36].[C:38]([O-:39])(=[O:40])[CH3:41].[CH3:13][c:14]1[cH:15][cH:16][cH:17][cH:18][cH:19]1.[CH3:1][O:2][C:3](=[O:4])[c:5]1[n:6][c:7]([Br:12])[cH:8][n:9][c:10]1[NH2:11].[CH3:20][B:21]([OH:22])[OH:23].[ClH:32].[K+:29].[K+:30].[K+:31].[OH2:42].[P:24]([O-:25])([O-:26])([O-:27])=[O:28].[Pd+2:37]>>[CH3:1][O:2][C:3](=[O:4])[c:5]1[n:6][c:7]([CH3:13])[cH:8][n:9][c:10]1[NH2:11].